This data is from the Open Reaction Database (ORD), a public repository of structured organic reaction records. The task is: describe an organic reaction: reactants, conditions, products, and yield Reactants: C(C)(=O)OC(C)=O (Acetic anhydride), OC1[C@H]2C[C@H]([C@H]([C@H]2CC1=C)\C=C\[C@H](CCCCC)O[Si](C)(C)C(C)(C)C)O[Si](C)(C)C(C)(C)C ((1S,2RS,5S,-6S,7 R)-2-hydroxy-3-methylene-6-[(E,3S)-3-t-butyldimethylsilyloxy- 1-octenyl) -7-t-butyldimethylsilyloxybicyclo[3.3.0]octane). RXN SMILES: [C:1]([O:4][C:5](=[O:7])[CH3:6])(=O)[CH3:2].O[CH:9]1[C:16](=C)C[C@H:14]2[C@@H:10]1[CH2:11][C@@H:12]([O:34][Si:35]([C:38]([CH3:41])([CH3:40])[CH3:39])([CH3:37])[CH3:36])[C@H:13]2/[CH:18]=[CH:19]/[C@@H:20]([O:26][Si:27]([C:30]([CH3:33])([CH3:32])[CH3:31])([CH3:29])[CH3:28])[CH2:21][CH2:22][CH2:23][CH2:24][CH3:25]>N1C=CC=CC=1>[C:5]([O:4][CH:1]1[C:9](=[CH2:16])[CH2:10][C@H:14]2[C@@H:2]1[CH2:11][C@@H:12]([O:34][Si:35]([C:38]([CH3:40])([CH3:39])[CH3:41])([CH3:36])[CH3:37])[C@H:13]2/[CH:18]=[CH:19]/[C@@H:20]([O:26][Si:27]([C:30]([CH3:32])([CH3:31])[CH3:33])([CH3:28])[CH3:29])[CH2:21][CH2:22][CH2:23][CH2:24][CH3:25])(=[O:7])[CH3:6]. Run in N1=CC=CC=C1 (pyridine). Procedure details: Acetic anhydride (0.5 ml) and pyridine (0.5 ml) were added to 95 mg (0.187 mmole) of (1S,2RS,5S,6S,7R)-2-hydroxy-3-methylene-6-[(E,3S)-3-t-butyldimethylsilyloxy-1-octenyl]-7-t-butyldimethylsilyloxybicyclo[3.3.0]octane obtained in Example 3, and the mixture was stirred at room temperature for 10 hours. The reaction mixture was concentrated under reduced pressure, and then subjected to column chromatography (silica gel 20 g, hexane/ethyl acetate=19/1) to give (1S,2RS,5S,6S,7R)-2-acetoxy-3-methylen... Yield: 98.0%. Conditions: time 10 hour. Yields the product C(C)(=O)OC1[C@H]2C[C@H]([C@H]([C@H]2CC1=C)\C=C\[C@H](CCCCC)O[Si](C)(C)C(C)(C)C)O[Si](C)(C)C(C)(C)C ((1S,2RS,5S,6S,7R)-2-acetoxy-3-methylene-6-[(E,3S)-3-t-butyldimethylsilyloxy-l-octenyl]-7-t-butyldimethylsilyloxybicyclo[3.3.0]octane).